This data is from the Open Reaction Database (ORD), a public repository of structured organic reaction records. The task is: describe an organic reaction: reactants, conditions, products, and yield Reactants: N, [B-](C(C(C)C)C)(C(C(C)C)C)C(C(C)C)C.[K+], C1CN(C[C@@H](C1=O)O)S(=O)(=O)C. The reagents and catalysts are c1ccc(cc1)-c2c3ccccc3cc4ccccc24 (9-Phenylanthracene). Conditions: temperature 25 celsius, time 18 hour. Product: CS(=O)(=O)N1CC[C@@H](N)[C@H](O)C1. Reaction SMILES: [CH3:1][S:2]([N:5]1[CH2:11][C@H:9]([OH:10])[C:8](=O)[CH2:7][CH2:6]1)(=[O:4])=[O:3].[NH3:12].[K+].CC(C([BH-](C(C(C)C)C)C(C(C)C)C)C)C>>[CH3:1][S:2]([N:5]1[CH2:11][C@@H:9]([OH:10])[C@H:8]([NH2:12])[CH2:7][CH2:6]1)(=[O:4])=[O:3]. Starting materials: CCc1nn(C2C=CCCC2)c2cc(C(=O)OC)ccc12, CCOC(C)=O, O. The product is CCc1nn(C2CCCCC2)c2cc(C(=O)OC)ccc12. RXN SMILES: [CH3:1][O:2][C:3](=[O:4])[c:5]1[cH:6][cH:7][c:8]2[c:9]([CH2:20][CH3:21])[n:10][n:11]([CH:14]3[CH:15]=[CH:16][CH2:17][CH2:18][CH2:19]3)[c:12]2[cH:13]1.[CH3:23][CH2:24][O:25][C:26](=[O:27])[CH3:28].[OH2:22]>>[CH3:1][O:2][C:3](=[O:4])[c:5]1[cH:6][cH:7][c:8]2[c:9]([CH2:20][CH3:21])[n:10][n:11]([CH:14]3[CH2:15][CH2:16][CH2:17][CH2:18][CH2:19]3)[c:12]2[cH:13]1. The reactants are CO, COC(=O)C(F)(c1ccc(Cl)c(F)c1)S(=O)(=O)CCC(F)(F)F, N. The product is NC(=O)C(F)(c1ccc(Cl)c(F)c1)S(=O)(=O)CCC(F)(F)F. RXN SMILES: [CH3:25][OH:26].[Cl:1][c:2]1[c:3]([F:23])[cH:4][c:5]([C:8]([C:9](=[O:10])[O:11][CH3:12])([S:13](=[O:14])(=[O:15])[CH2:16][CH2:17][C:18]([F:19])([F:20])[F:21])[F:22])[cH:6][cH:7]1.[NH3:24]>>[Cl:1][c:2]1[c:3]([F:23])[cH:4][c:5]([C:8]([C:9](=[O:10])[NH2:24])([S:13](=[O:14])(=[O:15])[CH2:16][CH2:17][C:18]([F:19])([F:20])[F:21])[F:22])[cH:6][cH:7]1. The reactants are C(C)OC(C(CC1=CC=C(C=C1)NC(C1=C(C=CC=C1Cl)Cl)=O)C1=CC(=CC=C1)N(CC(C)C)C(C(C)(C)C)=O)=O (3-[4-(2,6-dichlorobenzoyl amino) phenyl]-2-{3-[(2,2-dimethylpropionyl)isobutylamino]phenyl}propionic acid ethyl ester), [OH-].[Na+] (sodium hydroxide). Solvent: CO (methanol), O1CCCC1 (tetrahydrofuran). The product is ClC1=C(C(=O)NC2=CC=C(C=C2)CC(C(=O)O)C2=CC(=CC=C2)N(CC(C)C)C(C(C)(C)C)=O)C(=CC=C1)Cl (3-[4-(2,6-dichlorobenzoyl amino)phenyl]-2-{3-[(2,2-dimethylpropionyl)isobutyl amino]phenyl}propionic acid). As a reaction SMILES: C([O:3][C:4](=[O:41])[CH:5]([C:24]1[CH:29]=[CH:28][CH:27]=[C:26]([N:30]([C:35](=[O:40])[C:36]([CH3:39])([CH3:38])[CH3:37])[CH2:31][CH:32]([CH3:34])[CH3:33])[CH:25]=1)[CH2:6][C:7]1[CH:12]=[CH:11][C:10]([NH:13][C:14](=[O:23])[C:15]2[C:20]([Cl:21])=[CH:19][CH:18]=[CH:17][C:16]=2[Cl:22])=[CH:9][CH:8]=1)C.[OH-].[Na+]>CO.O1CCCC1>[Cl:21][C:20]1[CH:19]=[CH:18][CH:17]=[C:16]([Cl:22])[C:15]=1[C:14]([NH:13][C:10]1[CH:11]=[CH:12][C:7]([CH2:6][CH:5]([C:24]2[CH:29]=[CH:28][CH:27]=[C:26]([N:30]([C:35](=[O:40])[C:36]([CH3:39])([CH3:37])[CH3:38])[CH2:31][CH:32]([CH3:34])[CH3:33])[CH:25]=2)[C:4]([OH:41])=[O:3])=[CH:8][CH:9]=1)=[O:23] |f:1.2|. Reported procedure: Thus obtained 3-[4-(2,6-dichlorobenzoyl amino) phenyl]-2-{3-[(2,2-dimethylpropionyl)isobutylamino]phenyl}propionic acid ethyl ester (1.7 g, 2.8 mmol) was dissolved in a mixed solvent of methanol (15 mL) and tetrahydrofuran (15 mL), and added with a 2 mol/L aqueous sodium hydroxide solution (15 mL, 30 mmol). The solvent was evaporated under reduced pressure, and the resultant residue was added with water to solubilize, and washed with diethyl ether. The separated aqueous phase was added with a 1 ...